From a dataset of the Open Reaction Database (ORD), a public repository of structured organic reaction records. describe an organic reaction: reactants, conditions, products, and yield Starting materials: CSC(NN=CC=1N=CNC1)=S (3-(4-imidazolylmethylene)dithiocarbazic acid methyl ester), CS (methylmercaptan). Solvent: C1(=CC=CC=C1)OC1=CC=CC=C1 (diphenyl ether). The product is C=1C=2N(C(NN1)=S)C=NC2 (Imidazo[1,5-d]-as-triazine-4(3H)-thione). As a reaction SMILES: C[S:2][C:3](=S)[NH:4][N:5]=[CH:6][C:7]1[N:8]=[CH:9][NH:10][CH:11]=1.CS>C1(OC2C=CC=CC=2)C=CC=CC=1>[CH:6]1[C:7]2[N:8]([CH:9]=[N:10][CH:11]=2)[C:3](=[S:2])[NH:4][N:5]=1. Procedure details: A suspension of 164.5 gm. of 3-(4-imidazolylmethylene)dithiocarbazic acid methyl ester in 1.2 liters of diphenyl ether is heated and stirred at 175° C. until the methylmercaptan evolution subsides (20 minutes). The precipitate obtained on cooling to room temperature is collected and washed with petroleum ether, then acetone. The precipitate is then slurried with 1.2 liters of boiling methanol and filtered while hot to give the desired product, m.p. 271°-273° C. The reactants are O=C(n1ccnc1)n1ccnc1, NCC12CCCN(CCC1)C2, COCCOc1cc(N)c(Cl)cc1C(=O)O, C1CCOC1. Yields the product COCCOc1cc(N)c(Cl)cc1C(=O)NCC12CCCN(CCC1)C2. As a reaction SMILES: [C:17]([n:18]1[cH:19][cH:20][n:21][cH:22]1)([n:23]1[cH:24][cH:25][n:26][cH:27]1)=[O:28].[N:29]12[CH2:30][CH2:31][CH2:32][C:33]([CH2:38][NH2:39])([CH2:34][CH2:35][CH2:36]1)[CH2:37]2.[NH2:1][c:2]1[cH:3][c:4]([O:12][CH2:13][CH2:14][O:15][CH3:16])[c:5]([C:6](=[O:7])[OH:8])[cH:9][c:10]1[Cl:11].[O:40]1[CH2:41][CH2:42][CH2:43][CH2:44]1>>[NH2:1][c:2]1[cH:3][c:4]([O:12][CH2:13][CH2:14][O:15][CH3:16])[c:5]([C:6](=[O:8])[NH:39][CH2:38][C:33]23[CH2:32][CH2:31][CH2:30][N:29]([CH2:36][CH2:35][CH2:34]2)[CH2:37]3)[cH:9][c:10]1[Cl:11]. Reported procedure: In accordance with the process of Example 2, 5-benzyloxy-3-oxo-6-heptenoic acid methyl ester (1.07 g; 4.1 m mol), p-toluenesulfonyl azide (810 mg; 4.1 m mol) and triethylamine (450 mg; 4.5 m mol) were used as starting materials to obtain 1.16 g of 5-benzyloxy-2-diazo-3-oxo-6-heptenoic acid methyl ester as yellow oily product. Yields the product COC(C(C(CC(C=C)OCC1=CC=CC=C1)=O)=[N+]=[N-])=O (5-benzyloxy-2-diazo-3-oxo-6-heptenoic acid methyl ester). As a reaction SMILES: [CH3:1][O:2][C:3](=[O:19])[CH2:4][C:5](=[O:18])[CH2:6][CH:7]([O:10][CH2:11][C:12]1[CH:17]=[CH:16][CH:15]=[CH:14][CH:13]=1)[CH:8]=[CH2:9].C1(C)C=CC(S([N:29]=[N+:30]=[N-])(=O)=O)=CC=1>C(N(CC)CC)C>[CH3:1][O:2][C:3](=[O:19])[C:4](=[N+:29]=[N-:30])[C:5](=[O:18])[CH2:6][CH:7]([O:10][CH2:11][C:12]1[CH:13]=[CH:14][CH:15]=[CH:16][CH:17]=1)[CH:8]=[CH2:9]. The solvent is C(C)N(CC)CC (triethylamine). Isolated yield 98.6%. Reactants: COC(CC(CC(C=C)OCC1=CC=CC=C1)=O)=O (5-benzyloxy-3-oxo-6-heptenoic acid methyl ester), C1(=CC=C(C=C1)S(=O)(=O)N=[N+]=[N-])C (p-toluenesulfonyl azide). Reactants: ClCCl (dichloromethane), OCC1=CC=CC(=N1)CCCCC(=O)OC(C)(C)C (t-butyl 5-(6-hydroxymethylpyridin-2-yl)pentanoate), C(C)(C)N(CC)C(C)C (diisopropylethylamine), CS(=O)(=O)Cl (methanesulfonyl chloride). Solvent: O (Water). Conditions: time 10 minute. Yields the product CS(=O)(=O)OCC1=CC=CC(=N1)CCCCC(=O)OC(C)(C)C (t-butyl 5-(6-methane-sulfonyloxymethylpyridin-2-yl)pentanoate). Reaction SMILES: ClCCl.[OH:4][CH2:5][C:6]1[N:11]=[C:10]([CH2:12][CH2:13][CH2:14][CH2:15][C:16]([O:18][C:19]([CH3:22])([CH3:21])[CH3:20])=[O:17])[CH:9]=[CH:8][CH:7]=1.C(N(C(C)C)CC)(C)C.[CH3:32][S:33](Cl)(=[O:35])=[O:34]>O>[CH3:32][S:33]([O:4][CH2:5][C:6]1[N:11]=[C:10]([CH2:12][CH2:13][CH2:14][CH2:15][C:16]([O:18][C:19]([CH3:22])([CH3:21])[CH3:20])=[O:17])[CH:9]=[CH:8][CH:7]=1)(=[O:35])=[O:34]. Reported procedure: To a 200 mL round-bottom flask, 50 mL of dichloromethane, 2.78 g of t-butyl 5-(6-hydroxymethylpyridin-2-yl)pentanoate and 2.0 g of diisopropylethylamine were added, and the mixture was stirred at ice temperature for 10 minutes. To the reaction mixture, 0.89 mL of methanesulfonyl chloride was added dropwise, and the mixture was stirred at room temperature for 3 hours. Water was added to the reaction mixture, and the mixture was partitioned. The organic layer was washed with saturated aqueous sodi... Reaction conditions: temperature 55 celsius, time 24 hour. Procedure details: Ligand 3f: A mixture of ortho- and meta-borylated products (84 mg, 60% yield, ortho/meta + para = >30); ortho-borylated product 4i was obtained by further purification by GPC (71 mg, 51% yield), colorless oil; Run in C=1C=C(C=CC1C)C. The reactants are O(C1=CC=CC(SC)=C1)C. Product: O(C1=CC=C(B2OC(C)(C)C(O2)(C)C)C(SC)=C1)C. Isolated yield 60.0%. The reagents and catalysts are FC(F)(F)C1OB(OC1)C=2C=CC=CC2C=3C=NC(=CC3)C4=NC=CC=C4, O1B(OC(C)(C)C1(C)C)B2OC(C)(C)C(O2)(C)C, C[OH2+].C[OH2+].C1CC=CCCC=C1.C1CC=CCCC=C1.[Ir].[Ir]. Starting materials: ClC1=C(N)C=C(C=C1)C(F)(F)F (2-chloro-5-trifluoromethylaniline), C(C)OC=C(C(=O)OCC)C(=O)OCC (diethyl ethoxymethylenemalonate). Solvent: C1(=CC=CC=C1)OC1=CC=CC=C1 (diphenyl ether). Reaction conditions: temperature 190 celsius. The product is NC=C(C(=O)OCC)C(=O)OCC (diethyl amino-methylenemalonate). Reaction SMILES: ClC1C=CC(C(F)(F)F)=CC=1[NH2:4].C(O[CH:16]=[C:17]([C:23]([O:25][CH2:26][CH3:27])=[O:24])[C:18]([O:20][CH2:21][CH3:22])=[O:19])C>C1(OC2C=CC=CC=2)C=CC=CC=1>[NH2:4][CH:16]=[C:17]([C:23]([O:25][CH2:26][CH3:27])=[O:24])[C:18]([O:20][CH2:21][CH3:22])=[O:19]. Procedure details: A mixture of 2-chloro-5-trifluoromethylaniline (3.91 g) and diethyl ethoxymethylenemalonate (4.0 mL) is heated at 190° C. for 2 h and is then diluted with diphenyl ether (30 mL). The mixture is allowed to cool to rt, filtered, and the white solid is washed with hexane (2×10 mL) to afford 1.632 g of the diethyl amino-methylenemalonate. The resulting intermediate (2.63 g) is suspended in diphenyl ether (30 mL) and heated to reflux with a Dean-Stark trap for 3 h. The mixture is allowed to cool to r... Starting materials: ClCOC(C(CC)CC)=O (2-Ethyl butyric acid chloromethyl ester), COC(C)(C)C (tert-butyl methyl ether), S(=S)(=O)([O-])[O-].[Na+].[Na+] (sodium thiosulfate), [I-].[Na+] (sodium iodide). The solvent is CC(=O)C (acetone). The product is ICOC(C(CC)CC)=O (2-ethyl butyric acid iodomethyl ester). Reaction SMILES: Cl[CH2:2][O:3][C:4](=[O:10])[CH:5]([CH2:8][CH3:9])[CH2:6][CH3:7].[I-:11].[Na+].COC(C)(C)C.S([O-])([O-])(=O)=S.[Na+].[Na+]>CC(C)=O>[I:11][CH2:2][O:3][C:4](=[O:10])[CH:5]([CH2:8][CH3:9])[CH2:6][CH3:7] |f:1.2,4.5.6|. Procedure: 2-Ethyl butyric acid chloromethyl ester (700 g) was dissolved in acetone (3 L). To this solution was added sodium iodide (1.0 kg). The resulting reaction mixture was heated at reflux until reaction completion (2 h (hours), monitored by GC). The solution was then cooled to ambient temperature where tert-butyl methyl ether (7 L) and 5% aqueous sodium thiosulfate (4 L) were added. The phases were separated and the organic phase was washed with aqueous sodium thiosulfate (4 L), low pyrogen water (4 ... Reactants: ClC1=CC(=CC=C1)C(=O)OO (m-chloroperbenzoic acid), C(C1=CC=CC=C1)(C1=CC=CC=C1)OC(=O)C1=C(CS[C@H]2N1C(C2NC(\C(\C=2N=C(SC2)NC(C2=CC=CC=C2)(C2=CC=CC=C2)C2=CC=CC=C2)=N/OCC(=O)OC(C2=CC=CC=C2)C2=CC=CC=C2)=O)=O)CCl (Benzhydryl-7-[(Z)-2-(benzhydryloxycarbonylmethoxyimino)-2-(2-tritylaminothiazol-4-yl)acetamido]-3-chloromethyl-3-cephem-4-carboxylate), S(=S)(=O)([O-])[O-].[Na+].[Na+] (sodium thiosulfate). Solvent: C(Cl)Cl (methylene chloride). Reaction conditions: time 20 minute. Product: C(C1=CC=CC=C1)(C1=CC=CC=C1)OC(=O)CO\N=C(/C(=O)NC1[C@@H]2N(C(=C(CS2=O)CCl)C(=O)OC(C2=CC=CC=C2)C2=CC=CC=C2)C1=O)\C=1N=C(SC1)NC(C1=CC=CC=C1)(C1=CC=CC=C1)C1=CC=CC=C1 (Benzhydryl 7-[(Z)-2-(benzhydryloxycarbonylmethoxyimino)-2-(2-tritylaminothiazol-4-yl)acetamido]-3-chloromethyl-3-cephem-4-carboxylate 1-oxide). As a reaction SMILES: [CH:1]([O:14][C:15]([C:17]1[N:22]2[C:23](=[O:73])[CH:24]([NH:25][C:26](=[O:72])/[C:27](=[N:53]\[O:54][CH2:55][C:56]([O:58][CH:59]([C:66]3[CH:71]=[CH:70][CH:69]=[CH:68][CH:67]=3)[C:60]3[CH:65]=[CH:64][CH:63]=[CH:62][CH:61]=3)=[O:57])/[C:28]3[N:29]=[C:30]([NH:33][C:34]([C:47]4[CH:52]=[CH:51][CH:50]=[CH:49][CH:48]=4)([C:41]4[CH:46]=[CH:45][CH:44]=[CH:43][CH:42]=4)[C:35]4[CH:40]=[CH:39][CH:38]=[CH:37][CH:36]=4)[S:31][CH:32]=3)[C@H:21]2[S:20][CH2:19][C:18]=1[CH2:74][Cl:75])=[O:16])([C:8]1[CH:13]=[CH:12][CH:11]=[CH:10][CH:9]=1)[C:2]1[CH:7]=[CH:6][CH:5]=[CH:4][CH:3]=1.ClC1C=CC=C(C(OO)=[O:84])C=1.S([O-])([O-])(=O)=S.[Na+].[Na+]>C(Cl)Cl>[CH:59]([O:58][C:56]([CH2:55][O:54]/[N:53]=[C:27](/[C:28]1[N:29]=[C:30]([NH:33][C:34]([C:41]2[CH:46]=[CH:45][CH:44]=[CH:43][CH:42]=2)([C:35]2[CH:40]=[CH:39][CH:38]=[CH:37][CH:36]=2)[C:47]2[CH:48]=[CH:49][CH:50]=[CH:51][CH:52]=2)[S:31][CH:32]=1)\[C:26]([NH:25][CH:24]1[C:23](=[O:73])[N:22]2[C:17]([C:15]([O:14][CH:1]([C:2]3[CH:7]=[CH:6][CH:5]=[CH:4][CH:3]=3)[C:8]3[CH:9]=[CH:10][CH:11]=[CH:12][CH:13]=3)=[O:16])=[C:18]([CH2:74][Cl:75])[CH2:19][S:20](=[O:84])[C@H:21]12)=[O:72])=[O:57])([C:60]1[CH:65]=[CH:64][CH:63]=[CH:62][CH:61]=1)[C:66]1[CH:67]=[CH:68][CH:69]=[CH:70][CH:71]=1 |f:2.3.4|. Procedure details: 23.4 g (22.3 mmol) of Benzhydryl-7-[(Z)-2-(benzhydryloxycarbonylmethoxyimino)-2-(2-tritylaminothiazol-4-yl)acetamido]-3-chloromethyl-3-cephem-4-carboxylate was dissolved in 500 ml of methylene chloride, and 4.8 g (22.3 mmol) of m-chloroperbenzoic acid was added under cooling with ice in 10 minutes. The mixture was further stirred for 20 minutes. To the reaction solution, 150 ml of a 10 % sodium thiosulfate aqueous solution was added for extraction. The organic layer was washed with a 5% sodium h... Reactants: C1CO1, CCOCC, FC(F)(F)c1cccc(CCBr)c1, [Mg], O=S(=O)(O)O. Product: OCCCCc1cccc(C(F)(F)F)c1. Reaction SMILES: [CH2:1]1[CH2:2][O:3]1.[CH3:23][CH2:24][O:25][CH2:26][CH3:27].[F:4][C:5]([c:6]1[cH:7][c:8]([CH2:12][CH2:13][Br:14])[cH:9][cH:10][cH:11]1)([F:15])[F:16].[Mg:17].[S:18](=[O:19])(=[O:20])([OH:21])[OH:22]>>[CH2:1]([CH2:2][CH2:13][CH2:12][c:8]1[cH:7][c:6]([C:5]([F:4])([F:15])[F:16])[cH:11][cH:10][cH:9]1)[OH:3].